Dataset: the Open Reaction Database (ORD), a public repository of structured organic reaction records. Task: describe an organic reaction: reactants, conditions, products, and yield Reactants: C(C1=CC=CC=C1)OC=1C=CC(=C2C=CC(NC12)=O)C1OC1 (8-benzyloxy-5-oxiranyl-1H-quinolin-2-one), FC1=C(C=CC(=C1)F)CC(C)(C)N (2-(2,4-difluoro-phenyl)-1,1-dimethyl-ethylamine). The product is C(C1=CC=CC=C1)OC=1C=CC(=C2C=CC(NC12)=O)C(CNC(CC1=C(C=C(C=C1)F)F)(C)C)O (8-benzyloxy-5-{2-[2-(2,4-difluoro-phenyl)-1,1-dimethyl-ethylamino]-1-hydroxy-ethyl}-1H-quinolin-2-one). RXN SMILES: [CH2:1]([O:8][C:9]1[CH:10]=[CH:11][C:12]([CH:20]2[CH2:22][O:21]2)=[C:13]2[C:18]=1[NH:17][C:16](=[O:19])[CH:15]=[CH:14]2)[C:2]1[CH:7]=[CH:6][CH:5]=[CH:4][CH:3]=1.[F:23][C:24]1[CH:29]=[C:28]([F:30])[CH:27]=[CH:26][C:25]=1[CH2:31][C:32]([NH2:35])([CH3:34])[CH3:33]>>[CH2:1]([O:8][C:9]1[CH:10]=[CH:11][C:12]([CH:20]([OH:21])[CH2:22][NH:35][C:32]([CH3:34])([CH3:33])[CH2:31][C:25]2[CH:26]=[CH:27][C:28]([F:30])=[CH:29][C:24]=2[F:23])=[C:13]2[C:18]=1[NH:17][C:16](=[O:19])[CH:15]=[CH:14]2)[C:2]1[CH:7]=[CH:6][CH:5]=[CH:4][CH:3]=1. Procedure: 587 mg (2 mmol) 8-benzyloxy-5-oxiranyl-1H-quinolin-2-one and 555 mg (3 mmol) 2-(2,4-difluoro-phenyl)-1,1-dimethyl-ethylamine are reacted and worked up as described for Example 1a). Yield: 220 mg (23%); mass spectroscopy [M+H]+=479. The reactants are COC1=CC2=CN(N=C2C(=C1)C(C)O)COCC[Si](C)(C)C ((±)-1-(5-methoxy-2-((2-(trimethylsilyl)ethoxy)methyl)-2H-indazol-7-yl)ethanol), C(Br)(Br)(Br)Br (carbon tetrabromide), C1(=CC=CC=C1)P(C1=CC=CC=C1)C1=CC=CC=C1 (triphenylphosphine). Run in CCCCC (pentane), O1CCCC1 (tetrahydrofuran). Conditions: time 30 minute. The product is BrC(C)C1=CC(=CC2=CN(N=C12)COCC[Si](C)(C)C)OC ((±)-7-(1-Bromoethyl)-5-methoxy-2-((2-(trimethylsilyl)ethoxy)methyl)-2H-indazole). As a reaction SMILES: [CH3:1][O:2][C:3]1[CH:11]=[C:10]([CH:12](O)[CH3:13])[C:9]2[C:5](=[CH:6][N:7]([CH2:15][O:16][CH2:17][CH2:18][Si:19]([CH3:22])([CH3:21])[CH3:20])[N:8]=2)[CH:4]=1.C(Br)(Br)(Br)[Br:24].C1(P(C2C=CC=CC=2)C2C=CC=CC=2)C=CC=CC=1>O1CCCC1.CCCCC>[Br:24][CH:12]([C:10]1[C:9]2[C:5](=[CH:6][N:7]([CH2:15][O:16][CH2:17][CH2:18][Si:19]([CH3:22])([CH3:21])[CH3:20])[N:8]=2)[CH:4]=[C:3]([O:2][CH3:1])[CH:11]=1)[CH3:13]. Procedure: To a solution of (±)-1-(5-methoxy-2-((2-(trimethylsilyl)ethoxy)methyl)-2H-indazol-7-yl)ethanol (712 mg, 2.21 mmol) and carbon tetrabromide (1.10 g, 3.31 mmol) in tetrahydrofuran (10 mL) at 0° C. was added triphenylphosphine (869 mg, 3.31 mmol). The resulting solution was stirred at room temperature for 30 min. The reaction was diluted with several volumes of pentane and filtered to remove undissolved solids. The organics were concentrated and purified by column chromatography (5% 30% EtOAc/Hex) ... The reactants are TEA, C=1C=CC2=C(C1)N=NN2O (HOBT), Cl.N1=CC(=CC=C1)CC(=O)O (3-pyridylacetic acid hydrochloride), C(C)[C@@H](C1=CC=CC=C1)NC(=O)C1=C(C(=NC2=CC=CC=C12)C1=CC=CC=C1)OCCN ((S)-N-(α-ethylbenzyl)-3-(2-aminoethoxy)-2-phenylquinoline-4-carboxamide), C1CCC(CC1)N=C=NC2CCCCC2 (DCC). Yields the product O(C(C)C)C(C)C (i-Pr2O), C(C)[C@@H](C1=CC=CC=C1)NC(=O)C1=C(C(=NC2=CC=CC=C12)C1=CC=CC=C1)OCCNC(CC=1C=NC=CC1)=O ((S)-N-(a-ethylbenzyl)-3-[2-(3-pyridylacetyl)aminoethoxy]-2-phenylquinoline-4-carboxamide). Isolated yield 116.3%. As a reaction SMILES: Cl.[N:2]1[CH:7]=[CH:6][CH:5]=[C:4]([CH2:8][C:9]([OH:11])=O)[CH:3]=1.[CH2:12]([C@H:14]([NH:21][C:22]([C:24]1[C:33]2[C:28](=[CH:29][CH:30]=[CH:31][CH:32]=2)[N:27]=[C:26]([C:34]2[CH:39]=[CH:38][CH:37]=[CH:36][CH:35]=2)[C:25]=1[O:40][CH2:41][CH2:42][NH2:43])=[O:23])[C:15]1[CH:20]=[CH:19][CH:18]=[CH:17][CH:16]=1)[CH3:13].C1C=CC2N(O)N=NC=2C=1.C1CCC(N=C=NC2CCCCC2)CC1>>[O:40]([CH:25]([CH3:24])[CH3:26])[CH:41]([CH3:42])[CH3:3].[CH2:12]([C@H:14]([NH:21][C:22]([C:24]1[C:33]2[C:28](=[CH:29][CH:30]=[CH:31][CH:32]=2)[N:27]=[C:26]([C:34]2[CH:35]=[CH:36][CH:37]=[CH:38][CH:39]=2)[C:25]=1[O:40][CH2:41][CH2:42][NH:43][C:9](=[O:11])[CH2:8][C:4]1[CH:3]=[N:2][CH:7]=[CH:6][CH:5]=1)=[O:23])[C:15]1[CH:20]=[CH:19][CH:18]=[CH:17][CH:16]=1)[CH3:13] |f:0.1|. Procedure: Prepared as described in Example 26 from 0.41 g (2.4 mmol) of 3-pyridylacetic acid hydrochloride, 1.0 g (2.4 mmol) of (S)-N-(α-ethylbenzyl)-3-(2-aminoethoxy)-2-phenylquinoline-4-carboxamide (compound of Description 4), 0.33 ml (2.4 mmol) of TEA, 0.64 g (4.7 mmol) of HOBT and 0.58 g (2.8 mmol) of DCC. The work up and the purification of the reaction mixture were conducted as described in Example 26. After trituration with i-Pr2O, 0.76 g of the title compound were obtained. Reactants: C1CCOC1, CNc1nccc(-c2cccnc2Oc2ccc(NC(=O)NCCCl)cc2C)n1, [H-], [Na+]. Product: CNc1nccc(-c2cccnc2Oc2ccc(N3CCNC3=O)cc2C)n1. As a reaction SMILES: [CH2:32]1[O:33][CH2:34][CH2:35][CH2:36]1.[Cl:3][CH2:4][CH2:5][NH:6][C:7](=[O:8])[NH:9][c:10]1[cH:11][c:12]([CH3:31])[c:13]([O:16][c:17]2[n:18][cH:19][cH:20][cH:21][c:22]2-[c:23]2[n:24][c:25]([NH:29][CH3:30])[n:26][cH:27][cH:28]2)[cH:14][cH:15]1.[H-:2].[Na+:1]>>[CH2:4]1[CH2:5][NH:6][C:7](=[O:8])[N:9]1[c:10]1[cH:11][c:12]([CH3:31])[c:13]([O:16][c:17]2[n:18][cH:19][cH:20][cH:21][c:22]2-[c:23]2[n:24][c:25]([NH:29][CH3:30])[n:26][cH:27][cH:28]2)[cH:14][cH:15]1. The reactants are BrC=1C=C2C=CC(=NC2=CC1)C(=O)O (6-bromoquinoline-2-carboxylic acid), CN(C)C=O (DMF), C(C(=O)Cl)(=O)Cl (oxalyl chloride). The solvent is C(Cl)Cl (CH2Cl2). Reaction conditions: time 1 hour. Product: BrC=1C=C2C=CC(=NC2=CC1)C(=O)N(C)C (6-Bromo-N,N-dimethylquinoline-2-carboxamide). Isolated yield 90.2%. Reaction SMILES: [Br:1][C:2]1[CH:3]=[C:4]2[C:9](=[CH:10][CH:11]=1)[N:8]=[C:7]([C:12]([OH:14])=O)[CH:6]=[CH:5]2.[CH3:15][N:16](C=O)[CH3:17].C(Cl)(=O)C(Cl)=O>C(Cl)Cl>[Br:1][C:2]1[CH:3]=[C:4]2[C:9](=[CH:10][CH:11]=1)[N:8]=[C:7]([C:12]([N:16]([CH3:17])[CH3:15])=[O:14])[CH:6]=[CH:5]2. Procedure: Suspended the 6-bromoquinoline-2-carboxylic acid (1.0 g, 3.93 mmol) in CH2Cl2 (20 mL), added DMF (0.91 mL, 11.78 mmol) and cooled in an ice bath. Added oxalyl chloride (0.688 mL, 7.86 mmol) dropwise over a few min. Warmed to rt and stirred for 1 hr then bubbled in dimethylamine gas for several min. The dark amber mixture was stirred at rt overnight. In am, the solution was diluted with water and extracted with CH2Cl2 (3×). Washed extracts with brine (1×), dried over MgSO4, decolorized with charc... Reactants: CCOC(=O)c1cncc2c(COc3cccc(NC(=O)c4ccc(F)cc4)c3)csc12, CS(C)=O, NCCO. Yields the product O=C(Nc1cccc(OCc2csc3c(C(=O)NCCO)cncc23)c1)c1ccc(F)cc1. RXN SMILES: [CH2:1]([O:2][C:4](=[O:5])[c:6]1[c:7]2[c:8]([cH:9][n:10][cH:11]1)[c:12]([CH2:15][O:16][c:17]1[cH:18][c:19]([NH:23][C:24]([c:25]3[cH:26][cH:27][c:28]([F:31])[cH:29][cH:30]3)=[O:32])[cH:20][cH:21][cH:22]1)[cH:13][s:14]2)[CH3:3].[CH3:37][S:38]([CH3:39])=[O:40].[NH2:33][CH2:34][CH2:35][OH:36]>>[C:4](=[O:5])([c:6]1[c:7]2[c:8]([cH:9][n:10][cH:11]1)[c:12]([CH2:15][O:16][c:17]1[cH:18][c:19]([NH:23][C:24]([c:25]3[cH:26][cH:27][c:28]([F:31])[cH:29][cH:30]3)=[O:32])[cH:20][cH:21][cH:22]1)[cH:13][s:14]2)[NH:33][CH2:34][CH2:35][OH:36]. The reactants are ClCl (Cl2), ClC1=C(COC=2C=C(OCC3=C(C(=O)OC)C(=CC=C3)C)C=CC2)C=CC(=C1)Cl (Methyl 2-[3-(2,4-dichloro-benzyloxy)-phenoxymethyl]-6-methyl-benzoate). Yields the product ClC1=C(COC=2C=C(OCC3=C(C(=O)O)C(=CC=C3)C)C=CC2)C=CC(=C1)Cl (2-[3-(2,4-Dichloro-benzyloxy)-phenoxymethyl]-6-methyl-benzoic acid). As a reaction SMILES: ClCl.[Cl:3][C:4]1[CH:30]=[C:29]([Cl:31])[CH:28]=[CH:27][C:5]=1[CH2:6][O:7][C:8]1[CH:9]=[C:10]([CH:24]=[CH:25][CH:26]=1)[O:11][CH2:12][C:13]1[CH:22]=[CH:21][CH:20]=[C:19]([CH3:23])[C:14]=1[C:15]([O:17]C)=[O:16]>>[Cl:3][C:4]1[CH:30]=[C:29]([Cl:31])[CH:28]=[CH:27][C:5]=1[CH2:6][O:7][C:8]1[CH:9]=[C:10]([CH:24]=[CH:25][CH:26]=1)[O:11][CH2:12][C:13]1[CH:22]=[CH:21][CH:20]=[C:19]([CH3:23])[C:14]=1[C:15]([OH:17])=[O:16]. Reported procedure: 1H NMR (300 MHz, CDCl3) δ 7.40 (m, 2H), 7.34 (m, 2H), 7.24 (m, 2H), 7.17 (t, 1H), 6.59 (m, 3H), 5.19 (s, 2H), 5.03 (s, 2H), 2.45 (s, 3H). MS (ESI) 415 (M−H, Cl2 pattern). Prepared from methyl 2-[3-(2,4-dichloro-benzyloxy)-phenoxymethyl]-6-methyl-benzoate (example 6e). Reactants: C(C)OC(=O)C1=NC(=C(C=C1OC)OC)CC (6-ethyl-3,5-dimethoxy-pyridine-2-carboxylic acid ethyl ester), NN (hydrazine). The solvent is O1CCOCC1 (dioxane). The product is C(C)C1=C(C=C(C(=N1)C(=O)NN)OC)OC (6-ethyl-3,5-dimethoxy-pyridine-2-carboxylic acid hydrazide). The yield is 71.4%. As a reaction SMILES: C([O:3][C:4]([C:6]1[C:11]([O:12][CH3:13])=[CH:10][C:9]([O:14][CH3:15])=[C:8]([CH2:16][CH3:17])[N:7]=1)=O)C.[NH2:18][NH2:19]>O1CCOCC1>[CH2:16]([C:8]1[N:7]=[C:6]([C:4]([NH:18][NH2:19])=[O:3])[C:11]([O:12][CH3:13])=[CH:10][C:9]=1[O:14][CH3:15])[CH3:17]. Procedure details: A flask was charged with 6-ethyl-3,5-dimethoxy-pyridine-2-carboxylic acid ethyl ester (50 mg.; 0.21 mmol), dioxane (4 mL) and hydrazine (64 mg; 2 mmol). The reaction was heated at reflux for one hour, and all solvents were removed by evaporation. To the dried cake was added ethyl acetate (10 mL) and a 10% aqueous sodium carbonate solution (1 mL). The organic layer was isolated, dried with magnesium sulfate, and evaporated to give 6-ethyl-3,5-dimethoxy-pyridine-2-carboxylic acid hydrazide (34 mg.... The reactants are FC1=C(C(=O)Cl)C=CC(=C1)F (2,4-difluorobenzoylchloride), [Al+3].[Cl-].[Cl-].[Cl-] (AlCl3), ClC1=C(C=CC=C1Cl)OC (2,3-dichloroanisole), Cl (HCl). The solvent is CCCCCC (hexane), ClCCCl (1,2-dichloroethane), ClCCCl (1,2-dichloroethane). Conditions: temperature 43 celsius, time 30 minute. Product: ClC1=C(C(=O)C2=C(C=C(C=C2)F)F)C=CC(=C1Cl)OC (2,3-dichloro-4-methoxy-2',4'-difluorobenzophenone). Reaction SMILES: [F:1][C:2]1[CH:10]=[C:9]([F:11])[CH:8]=[CH:7][C:3]=1[C:4](Cl)=[O:5].[Al+3].[Cl-].[Cl-].[Cl-].[Cl:16][C:17]1[C:22]([Cl:23])=[CH:21][CH:20]=[CH:19][C:18]=1[O:24][CH3:25].Cl>ClCCCl.CCCCCC>[Cl:23][C:22]1[C:17]([Cl:16])=[C:18]([O:24][CH3:25])[CH:19]=[CH:20][C:21]=1[C:4]([C:3]1[CH:7]=[CH:8][C:9]([F:11])=[CH:10][C:2]=1[F:1])=[O:5] |f:1.2.3.4|. Procedure details: To a solution of 52.23 g of 2,4-difluorobenzoylchloride in 200 ml of 1,2-dichloroethane, 40 g of AlCl3 is added over a 30 minute period. A solution of 48.3 g of 2,3-dichloroanisole in 100 ml 1,2-dichloroethane is added dropwise. There is a slow evolution of gas and the temperature rises to approximately 30° C. The reaction mixture is warmed to 43° C. and the gas continues to evolve for approximately 30 minutes. The mixture is poured over concentrated HCl and ice. The organic layer is separated a...